This data is from the Open Reaction Database (ORD), a public repository of structured organic reaction records. The task is: describe an organic reaction: reactants, conditions, products, and yield Starting materials: O (Water), C=1(C(=CC=CC1)C(=O)CN1C(C(CNC2=C1C=C(C=C2)C)NC(=O)NC2=CC(=CC=C2)C(=O)OCC)=O)C (1-[1-(2-Toluoylmethyl)-2-oxo-8-methyl-1,3,4,5-tetrahydro-2H-1,5-benzodiazepin-3-yl]-3-(3-ethoxycarbonylphenyl)urea), CC(C(=O)Cl)CCC (2-methyl-n-pentanoyl chloride), N1=CC=CC=C1 (pyridine). Solvent: C(C)(=O)OCC (ethyl acetate), ClCCCl (1,2-dichloroethane). Product: C=1(C(=CC=CC1)C(=O)CN1C(C(CN(C2=C1C=C(C=C2)C)C(C(CCC)C)=O)NC(=O)NC2=CC(=CC=C2)C(=O)OCC)=O)C (1-[1-(2-toluoylmethyl)-2-oxo-5-(2-methylpentanoyl)-8methyl-1,3,4,5-tetrahydro-2H-1,5-benzodiazepin-3-yl]-3-(3-ethoxycarbonylphenyl)urea). The yield is 95.6%. Reaction SMILES: [C:1]1([CH3:38])[C:2]([C:7]([CH2:9][N:10]2[C:16]3[CH:17]=[C:18]([CH3:21])[CH:19]=[CH:20][C:15]=3[NH:14][CH2:13][CH:12]([NH:22][C:23]([NH:25][C:26]3[CH:31]=[CH:30][CH:29]=[C:28]([C:32]([O:34][CH2:35][CH3:36])=[O:33])[CH:27]=3)=[O:24])[C:11]2=[O:37])=[O:8])=[CH:3][CH:4]=[CH:5][CH:6]=1.[CH3:39][CH:40]([CH2:44][CH2:45][CH3:46])[C:41](Cl)=[O:42].N1C=CC=CC=1.O>ClCCCl.C(OCC)(=O)C>[C:1]1([CH3:38])[C:2]([C:7]([CH2:9][N:10]2[C:16]3[CH:17]=[C:18]([CH3:21])[CH:19]=[CH:20][C:15]=3[N:14]([C:41](=[O:42])[CH:40]([CH3:39])[CH2:44][CH2:45][CH3:46])[CH2:13][CH:12]([NH:22][C:23]([NH:25][C:26]3[CH:31]=[CH:30][CH:29]=[C:28]([C:32]([O:34][CH2:35][CH3:36])=[O:33])[CH:27]=3)=[O:24])[C:11]2=[O:37])=[O:8])=[CH:3][CH:4]=[CH:5][CH:6]=1. Reported procedure: 1-[1-(2-Toluoylmethyl)-2-oxo-8-methyl-1,3,4,5-tetrahydro-2H-1,5-benzodiazepin-3-yl]-3-(3-ethoxycarbonylphenyl)urea (500 mg) obtained from Step 1of Example 93 was suspended in 1,2-dichloroethane (10 ml), 2-methyl-n-pentanoyl chloride (144 mg) and pyridine (87 μl) were added, the mixture was refluxed for 3 hours. Water (100 ml) and ethyl acetate (100 ml) were added to the reaction mixture, separated, the organic layer was washed with 1N hydrochloric acid, and dried over anhydrous sodium sulfate. T... The reactants are COC(=O)c1ccnc2[nH]cc(CNC3CCN(C(=O)OC(C)(C)C)CC3)c12, C1CCOC1, CO, Cl, [Na+], [OH-], O. Product: CC(C)(C)OC(=O)N1CCC(NCc2c[nH]c3nccc(C(=O)O)c23)CC1. As a reaction SMILES: [C:1]([CH3:2])([CH3:3])([CH3:4])[O:5][C:6](=[O:7])[N:8]1[CH2:9][CH2:10][CH:11]([NH:14][CH2:15][c:16]2[cH:17][nH:18][c:19]3[n:20][cH:21][cH:22][c:23]([C:25](=[O:26])[O:27][CH3:28])[c:24]23)[CH2:12][CH2:13]1.[CH2:31]1[O:32][CH2:33][CH2:34][CH2:35]1.[CH3:37][OH:38].[ClH:36].[Na+:30].[OH-:29].[OH2:39]>>[C:1]([CH3:2])([CH3:3])([CH3:4])[O:5][C:6](=[O:7])[N:8]1[CH2:9][CH2:10][CH:11]([NH:14][CH2:15][c:16]2[cH:17][nH:18][c:19]3[n:20][cH:21][cH:22][c:23]([C:25](=[O:26])[OH:27])[c:24]23)[CH2:12][CH2:13]1. The reactants are [BH3-]C#N, CCOc1cc(C=O)cc(OCC)c1-n1cncn1, CCN(C(C)C)C(C)C, COC(=O)C(C)(C)c1ccc(C(=O)NC2CCNCC2)cc1, CCO, CC(=O)O, [Na+]. The product is CCOc1cc(CN2CCC(NC(=O)c3ccc(C(C)(C)C(=O)OC)cc3)CC2)cc(OCC)c1-n1cncn1. Reaction SMILES: [C:42]([BH3-:43])#[N:44].[CH2:23]([CH3:24])[O:25][c:26]1[cH:27][c:28]([CH:29]=[O:30])[cH:31][c:32]([O:39][CH2:40][CH3:41])[c:33]1-[n:34]1[n:35][cH:36][n:37][cH:38]1.[CH2:46]([N:47]([CH:48]([CH3:49])[CH3:50])[CH:51]([CH3:52])[CH3:53])[CH3:54].[CH3:1][O:2][C:3]([C:4]([CH3:5])([c:6]1[cH:7][cH:8][c:9]([C:12]([NH:13][CH:14]2[CH2:15][CH2:16][NH:17][CH2:18][CH2:19]2)=[O:20])[cH:10][cH:11]1)[CH3:21])=[O:22].[CH3:55][CH2:56][OH:57].[CH3:58][C:59](=[O:60])[OH:61].[Na+:45]>>[CH3:1][O:2][C:3]([C:4]([CH3:5])([c:6]1[cH:7][cH:8][c:9]([C:12]([NH:13][CH:14]2[CH2:15][CH2:16][N:17]([CH2:29][c:28]3[cH:27][c:26]([O:25][CH2:23][CH3:24])[c:33](-[n:34]4[n:35][cH:36][n:37][cH:38]4)[c:32]([O:39][CH2:40][CH3:41])[cH:31]3)[CH2:18][CH2:19]2)=[O:20])[cH:10][cH:11]1)[CH3:21])=[O:22]. Starting materials: COC(C1=C(C(=CC(=C1)C)Br)NS(=O)(=O)C1=CC=C(C=C1)OC)=O (3-Bromo-2-(4-methoxy-benzenesulfonylamino)-5-methyl-benzoic acid methyl ester), C(=O)([O-])[O-].[K+].[K+] (K2CO3), Cl.N1=CC(=CC=C1)CCl (3-picolyl chloride hydrochloride). The solvent is CN(C)C=O (DMF), O (water). Reaction conditions: time 48 hour. Yields the product COC(C1=C(C(=CC(=C1)C)Br)N(CC=1C=NC=CC1)S(=O)(=O)C1=CC=C(C=C1)OC)=O (3-Bromo-2-[(4-methoxy-benzenesulfonyl)-pyridin-3-ylmethyl-amino]-5-methyl-benzoic acid methyl ester). Isolated yield 82.0%. Reaction SMILES: [CH3:1][O:2][C:3](=[O:24])[C:4]1[CH:9]=[C:8]([CH3:10])[CH:7]=[C:6]([Br:11])[C:5]=1[NH:12][S:13]([C:16]1[CH:21]=[CH:20][C:19]([O:22][CH3:23])=[CH:18][CH:17]=1)(=[O:15])=[O:14].C([O-])([O-])=O.[K+].[K+].Cl.[N:32]1[CH:37]=[CH:36][CH:35]=[C:34]([CH2:38]Cl)[CH:33]=1>CN(C=O)C.O>[CH3:1][O:2][C:3](=[O:24])[C:4]1[CH:9]=[C:8]([CH3:10])[CH:7]=[C:6]([Br:11])[C:5]=1[N:12]([S:13]([C:16]1[CH:21]=[CH:20][C:19]([O:22][CH3:23])=[CH:18][CH:17]=1)(=[O:15])=[O:14])[CH2:38][C:34]1[CH:33]=[N:32][CH:37]=[CH:36][CH:35]=1 |f:1.2.3,4.5|. Reported procedure: To a sired solution of 2.0 g (4.8 nmnol) of the product of Example 135 in 20 mL of DMF was added 1.0 g (10 mmol) of K2CO3 and 1.1 g (7.2 mmol) of 3-picolyl chloride hydrochloride. The reaction niixture was stirred for 48 h at room tempera and then diluted with water. The resulting mixture was extracted with chloroform and the combined organic layers were washed with water, dried over MgSO4, filtered and concentraed in vacuo. The residue was purified by chromatography on silica gel eluting with e... Starting materials: FC1=C(C=CC=C1[N+](=O)[O-])C(=O)C1=CNC=2N=CN=CC21 ((2-fluoro-3-nitro-phenyl)-(7H-pyrrolo[2,3-d]pyrimidin-5-yl)-methanone), stannous chloride dihydrate, O (water), C([O-])(O)=O.[Na+] (sodium bicarbonate), C(C)(=O)OCC (ethyl acetate). Solvent: C(C)O (ethanol), O1CCCC1 (tetrahydrofuran). Run at time 2 hour. The product is NC=1C(=C(C=CC1)C(=O)C1=CNC=2N=CN=CC21)F ((3-amino-2-fluoro-phenyl)-(7H-pyrrolo[2,3-d]pyrimidin-5-yl)-methanone). Isolated yield 60.0%. As a reaction SMILES: [F:1][C:2]1[C:7]([N+:8]([O-])=O)=[CH:6][CH:5]=[CH:4][C:3]=1[C:11]([C:13]1[C:21]2[CH:20]=[N:19][CH:18]=[N:17][C:16]=2[NH:15][CH:14]=1)=[O:12].O.C(=O)(O)[O-].[Na+].C(OCC)(=O)C>C(O)C.O1CCCC1>[NH2:8][C:7]1[C:2]([F:1])=[C:3]([C:11]([C:13]2[C:21]3[CH:20]=[N:19][CH:18]=[N:17][C:16]=3[NH:15][CH:14]=2)=[O:12])[CH:4]=[CH:5][CH:6]=1 |f:2.3|. Procedure: To (2-fluoro-3-nitro-phenyl)-(7H-pyrrolo[2,3-d]pyrimidin-5-y)-methanone (38, 0.581 g, 2.03 mmol) in 20 mL of ethanol and 20 mL of tetrahydrofuran, stannous chloride dihydrate (1.58 g, 7.00 mmol) was added and the reaction placed in an oil bath at 60° C. After 2 hours, the reaction was poured into a beaker with 75 mL each of water and saturated sodium bicarbonate and 100 mL of ethyl acetate. The resulting milky suspension was treated with celite and the suspension was vacuum filtered through a th...